From a dataset of the Open Reaction Database (ORD), a public repository of structured organic reaction records. describe an organic reaction: reactants, conditions, products, and yield Starting materials: C(=O)(OC(C)(C)C)N1CCNCC1 (BOC-piperazine), ClC1=C2NC=NC2=NC=N1 (6-chloropurine). Yields the product N1=CN=C2N=CNC2=C1N1CCN(CC1)C(=O)OC(C)(C)C (tert-butyl 4-purin-6-ylpiperazinecarboxylate). The yield is 92.0%. Reaction SMILES: [C:1]([N:8]1[CH2:13][CH2:12][NH:11][CH2:10][CH2:9]1)([O:3][C:4]([CH3:7])([CH3:6])[CH3:5])=[O:2].Cl[C:15]1[N:23]=[CH:22][N:21]=[C:20]2[C:16]=1[NH:17][CH:18]=[N:19]2>>[N:23]1[C:15]([N:11]2[CH2:10][CH2:9][N:8]([C:1]([O:3][C:4]([CH3:7])([CH3:6])[CH3:5])=[O:2])[CH2:13][CH2:12]2)=[C:16]2[C:20]([N:19]=[CH:18][NH:17]2)=[N:21][CH:22]=1. Procedure: Step 1: Example 136 was prepared by reacting BOC-piperazine with 6-chloropurine according to Example 1. Yield=92%, ES-MS: (M+H)+ 305. Reactants: C(C)(C)N (isopropylamine), C(C)(C)NNCC(=O)C=1C=CC(=C(C1)CC#N)O (5-[N-(isopropylamino)glycyl]-2-hydroxyphenylacetonitrile), C1(=CC=CC=C1)NC(C)(C)C (phenyl-t-butylamine), NC(=O)N (aminoketone). The product is OC1=C(C=C(C=C1)C(CNC(C)C)O)CC#N (2-hydroxy-5-[1-hydroxy-2-(isopropylamino)ethyl]benzeneacetonitrile). Reaction SMILES: [CH:1]([NH2:4])([CH3:3])[CH3:2].C1(NC(C)(C)C)C=CC=CC=1.NC(N)=O.C(NN[CH2:25][C:26]([C:28]1[CH:29]=[CH:30][C:31]([OH:37])=[C:32]([CH2:34][C:35]#[N:36])[CH:33]=1)=[O:27])(C)C>>[OH:37][C:31]1[CH:30]=[CH:29][C:28]([CH:26]([OH:27])[CH2:25][NH:4][CH:1]([CH3:3])[CH3:2])=[CH:33][C:32]=1[CH2:34][C:35]#[N:36]. Procedure details: The procedure of Example 1(c) is repeated with substitution of an equimolar amount of isopropylamine for phenyl-t-butylamine in that example. The resulting aminoketone, 5-[N-(isopropylamino)glycyl]-2-hydroxyphenylacetonitrile, is reduced according to the procedure of Example 1(d) to yield 2-hydroxy-5-[1-hydroxy-2-(isopropylamino)ethyl]benzeneacetonitrile. Starting materials: BrC1CC2=CC=CC3=CC=CC1=C23 (1-Bromo-acenaphthene), COC(=O)CN1C(C2(CCNCC2)C2=CC=CC=C12)=O (1-(methoxycarbonylmethyl)-spiro[indoline-3,4′-piperidin]-2-one), CN(C=O)C (N,N-dimethylformamide), C([O-])([O-])=O.[K+].[K+] (Potassium carbonate). Conditions: time 18 hour. The product is CC(=O)OCN1C(C2(CCNCC2)C2=CC(=CC=C12)C1CC2=CC=CC3=CC=CC1=C23)=O (1-(methylcarbonyloxy-methyl)-5-(1-acenaphthyl)-spiro[indoline-3,4′-piperidin]-2-one). Reaction SMILES: Br[CH:2]1[C:12]2=[C:13]3[C:8](=[CH:9][CH:10]=[CH:11]2)[CH:7]=[CH:6][CH:5]=[C:4]3[CH2:3]1.COC([CH2:18][N:19]1[C:32]2[C:27](=[CH:28][CH:29]=[CH:30][CH:31]=2)[C:21]2([CH2:26][CH2:25][NH:24][CH2:23][CH2:22]2)[C:20]1=[O:33])=O.[C:34](=[O:37])([O-])[O-:35].[K+].[K+].[CH3:40]N(C)C=O>>[CH3:40][C:34]([O:35][CH2:18][N:19]1[C:32]2[C:27](=[CH:28][C:29]([CH:2]3[C:12]4=[C:13]5[C:8](=[CH:9][CH:10]=[CH:11]4)[CH:7]=[CH:6][CH:5]=[C:4]5[CH2:3]3)=[CH:30][CH:31]=2)[C:21]2([CH2:22][CH2:23][NH:24][CH2:25][CH2:26]2)[C:20]1=[O:33])=[O:37] |f:2.3.4|. Procedure: 1-Bromo-acenaphthene (0.022 g, 0.093 mmol) and 1-(methoxycarbonylmethyl)-spiro[indoline-3,4′-piperidin]-2-one (0.013 g, 0.046 mmol) were dissolved in dry N,N-dimethylformamide (1 mL). Potassium carbonate (0.02 g, 0.14 mmol) was then added and the reaction mixture was stirred at room temperature under a nitrogen atmosphere for 18 hours. The reaction mixture was partitioned with water and ethyl acetate. The organic layer was washed with brine, dried with Na2SO4, filtered and the solvent evaporated... Starting materials: ClC(C=1C=C2C(=CC(N(C2=CC1)CC1CC1)=O)C1=CC(=CC=C1)Cl)(C=1N(C=NC1)C)C1=CC=C(C=C1)Cl (6-[Chloro-(4-chloro-phenyl)-(3-methyl-3H-imidazol-4-yl)-methyl]-4-(3-chloro-phenyl)-1-cyclopropylmethyl-1H-quinolin-2-one), Cl (hydrochloride), [NH4+] (ammonium). Run in C1CCOC1 (THF). Conditions: time 2 hour. Product: NC(C=1C=C2C(=CC(N(C2=CC1)CC1CC1)=O)C1=CC(=CC=C1)Cl)(C=1N(C=NC1)C)C1=CC=C(C=C1)Cl (6-[Amino-(4-chloro-phenyl)-(3-methyl-3H-imidazol-4-yl)-methyl]-4-(3-chloro-phenyl)-1-cyclopropylmethyl-1H-quinolin-2-one). Yield: 79.0%. RXN SMILES: Cl[C:2]([C:31]1[CH:36]=[CH:35][C:34]([Cl:37])=[CH:33][CH:32]=1)([C:25]1[N:26]([CH3:30])[CH:27]=[N:28][CH:29]=1)[C:3]1[CH:4]=[C:5]2[C:10](=[CH:11][CH:12]=1)[N:9]([CH2:13][CH:14]1[CH2:16][CH2:15]1)[C:8](=[O:17])[CH:7]=[C:6]2[C:18]1[CH:23]=[CH:22][CH:21]=[C:20](Cl)[CH:19]=1.[ClH:38].[NH4+:39]>C1COCC1>[NH2:39][C:2]([C:31]1[CH:32]=[CH:33][C:34]([Cl:37])=[CH:35][CH:36]=1)([C:25]1[N:26]([CH3:30])[CH:27]=[N:28][CH:29]=1)[C:3]1[CH:4]=[C:5]2[C:10](=[CH:11][CH:12]=1)[N:9]([CH2:13][CH:14]1[CH2:16][CH2:15]1)[C:8](=[O:17])[CH:7]=[C:6]2[C:18]1[CH:23]=[CH:22][CH:21]=[C:20]([Cl:38])[CH:19]=1. Reported procedure: A solution of 6-[Chloro-(4-chloro-phenyl)-(3-methyl-3H-imidazol-4-yl)-methyl]-4-(3-chloro-phenyl)-1-cyclopropylmethyl-1H-quinolin-2-one; hydrochloride (2.15 g, 3.7 mmol) in THF (40 mL) was treated with ammonium, stirred at ambient temperature for 2 hours, and concentrated in vacuo. The reaction mixture was diluted with ethyl acetate/H2O (1:1, 200 mL) and extracted with ethyl acetate (3×100 mL). The combined organic extracts were washed with brine (200 mL), dried (MgSO4), filtered, and concentrat... Starting materials: C[Si](N=C(C(F)(F)F)C(F)(F)F)(C)C (N-(trimethylsilyl)hexafluoroacetone imine), C([O-])(O)=O.[Na+] (sodium bicarbonate), C(C)OC(C)N1C=NC(=C1C1=CC=C(C=C1)OC)C1=C(C=CC=C1)F (1-(1-ethoxy-ethyl)-4-(fluorophenyl)-5-(4-methoxyphenyl)-1H-imidazole), CN(CCN(C)C)C (tetramethylethylenediamine), O1CCCC1 (tetrahydrofuran), C(CCC)[Li] (n-butyl lithium). Run at temperature -78 celsius, time 15 minute. Yields the product FC1=CC=C(C=C1)C=1N=C(NC1C1=CC=C(C=C1)OC)C(N)(C(F)(F)F)C(F)(F)F (4-(4-Fluorophenyl)-5-(4-methoxyphenyl)-α,α-bis(trifluoromethyl)-1H-imidazole-2-methanamine). The yield is 51.5%. Reaction SMILES: C(OC(N1C(C2C=CC(OC)=CC=2)=C([C:19]2[CH:24]=[CH:23][CH:22]=[CH:21][C:20]=2[F:25])N=C1)C)C.C[N:27]([CH3:33])[CH2:28][CH2:29][N:30](C)C.[CH2:34]([Li])[CH2:35][CH2:36][CH3:37].C[Si](C)(C)[N:41]=[C:42]([C:47]([F:50])([F:49])[F:48])[C:43]([F:46])([F:45])[F:44].[C:53](=[O:56])(O)[O-].[Na+].O1CC[CH2:60][CH2:59]1>>[F:25][C:20]1[CH:21]=[CH:22][C:23]([C:29]2[N:30]=[C:33]([C:42]([C:47]([F:50])([F:49])[F:48])([C:43]([F:46])([F:45])[F:44])[NH2:41])[NH:27][C:28]=2[C:34]2[CH:60]=[CH:59][C:37]([O:56][CH3:53])=[CH:36][CH:35]=2)=[CH:24][CH:19]=1 |f:4.5|. Procedure: To a cooled (-78° C.) solution of 1-(1-ethoxy-ethyl)-4-(fluorophenyl)-5-(4-methoxyphenyl)-1H-imidazole (5.0 g, 14.8 mmoles) and tetramethylethylenediamine (2.60 ml, 17.0 mmoles) in 75 ml of tetrahydrofuran was added 12.1 ml of 2.1M n-butyl lithium dropwise. The mixture was stirred for 15 minutes at -78° C., and then N-(trimethylsilyl)hexafluoroacetone imine (5.84 g, 24.6 mmoles) was added dropwise. After stirring for an additional hour at -78° C., the mixture was warmed to 0° C. Then, 55 ml of s... The product is O=C(O)c1cnc(Cl)nc1Nc1ccc(-c2cscn2)c(F)c1. The reactants are C1CCOC1, CCOC(=O)c1cnc(Cl)nc1Nc1ccc(-c2cscn2)c(F)c1, [Li+], [OH-]. RXN SMILES: [CH2:28]1[O:29][CH2:30][CH2:31][CH2:32]1.[Cl:1][c:2]1[n:3][cH:4][c:5]([C:21](=[O:22])[O:23][CH2:24][CH3:25])[c:6]([NH:8][c:9]2[cH:10][c:11]([F:20])[c:12](-[c:15]3[n:16][cH:17][s:18][cH:19]3)[cH:13][cH:14]2)[n:7]1.[Li+:27].[OH-:26]>>[Cl:1][c:2]1[n:3][cH:4][c:5]([C:21](=[O:22])[OH:23])[c:6]([NH:8][c:9]2[cH:10][c:11]([F:20])[c:12](-[c:15]3[n:16][cH:17][s:18][cH:19]3)[cH:13][cH:14]2)[n:7]1. Starting materials: N (ammonia), COC1=C(C=C(C2=C1OCCO2)C(=O)O)S(=O)(=O)Cl (8-methoxy-7-chlorosulfonyl-1,4-benzodioxane-5-carboxylic acid). The solvent is O (water). Yields the product COC1=C(C=C(C2=C1OCCO2)C(=O)O)S(N)(=O)=O (8-methoxy-7-sulfamoyl-1,4-benzodioxane-5-carboxylic acid). The yield is 79.2%. RXN SMILES: [NH3:1].[CH3:2][O:3][C:4]1[C:9]2[O:10][CH2:11][CH2:12][O:13][C:8]=2[C:7]([C:14]([OH:16])=[O:15])=[CH:6][C:5]=1[S:17](Cl)(=[O:19])=[O:18]>O>[CH3:2][O:3][C:4]1[C:9]2[O:10][CH2:11][CH2:12][O:13][C:8]=2[C:7]([C:14]([OH:16])=[O:15])=[CH:6][C:5]=1[S:17](=[O:19])(=[O:18])[NH2:1]. Procedure details: 300 g of 34% ammonia were introduced into a balloon flask provided with an agitator and a thermometer and then 159 g 8-methoxy-7-chlorosulfonyl-1,4-benzodioxane-5-carboxylic acid were added in portions, the temperature being maintained at from 0°-5° C. The mixture was agitated and then the precipitate was dissolved in water. The solution was filtered and treated with 280 cm3 of concentrated hydrochloric acid. The precipitate was dried off, washed and dried. 118 g of 8-methoxy-7-sulfamoyl-1,4-ben...